Dataset: the Open Reaction Database (ORD), a public repository of structured organic reaction records. Task: describe an organic reaction: reactants, conditions, products, and yield The reactants are [N+](=O)([O-])C1=CC2=C(NC(CC(N2C2=CC=CC=C2)=O)=O)C=C1 (7-nitro-5-phenyl-1H-1,5-benzodiazepine-2,4-dione), [H][H] (hydrogen), [H][H] (hydrogen), 50. Reagents/catalysts: [Ni] (Raney nickel). The solvent is C(C)O (ethanol). The product is NC1=CC2=C(NC(CC(N2C2=CC=CC=C2)=O)=O)C=C1 (7-amino-5-phenyl-3H-1,5-benzodiazepine-2,4-dione). RXN SMILES: [N+:1]([C:4]1[CH:22]=[CH:21][C:7]2[NH:8][C:9](=[O:20])[CH2:10][C:11](=[O:19])[N:12]([C:13]3[CH:18]=[CH:17][CH:16]=[CH:15][CH:14]=3)[C:6]=2[CH:5]=1)([O-])=O.[H][H]>C(O)C.[Ni]>[NH2:1][C:4]1[CH:22]=[CH:21][C:7]2[NH:8][C:9](=[O:20])[CH2:10][C:11](=[O:19])[N:12]([C:13]3[CH:18]=[CH:17][CH:16]=[CH:15][CH:14]=3)[C:6]=2[CH:5]=1. Procedure: 29.7 g of 7-nitro-5-phenyl-1H-1,5-benzodiazepine-2,4-dione in 200 ml ethanol containing 1.0 g of Raney nickel is hydrogenated at room temperature at an initial hydrogen pressure of 50 p.s.i. The reaction is stopped after 0.3 moles of hydrogen has been absorbed. The reaction mixture is filtered and the filtrate evaporated to give 7-amino-5-phenyl-3H-1,5-benzodiazepine-2,4-dione. The reactants are CC(=O)O, Clc1cccc(Br)c1, [Mg], C1CCOC1, CCC(=O)c1ccc(O)cc1. Product: CCC(O)(c1ccc(O)cc1)c1cccc(Cl)c1. RXN SMILES: [CH3:26][C:27](=[O:28])[OH:29].[Cl:2][c:3]1[cH:4][c:5]([Br:9])[cH:6][cH:7][cH:8]1.[Mg:1].[O:10]1[CH2:11][CH2:12][CH2:13][CH2:14]1.[OH:15][c:16]1[cH:17][cH:18][c:19]([C:22]([CH2:23][CH3:24])=[O:25])[cH:20][cH:21]1>>[Cl:2][c:3]1[cH:4][c:5]([C:22]([c:19]2[cH:18][cH:17][c:16]([OH:15])[cH:21][cH:20]2)([CH2:23][CH3:24])[OH:25])[cH:6][cH:7][cH:8]1.